From a dataset of the Open Reaction Database (ORD), a public repository of structured organic reaction records. describe an organic reaction: reactants, conditions, products, and yield RXN SMILES: [Cl:1][C:2]1[CH:3]=[CH:4][C:5]([OH:27])=[C:6]([C:8]2[CH:13]=[CH:12][N:11]=[C:10]([N:14]3[CH2:19][CH2:18][N:17](C(OC(C)(C)C)=O)[CH2:16][CH2:15]3)[N:9]=2)[CH:7]=1.[S:28]1[CH:32]=[C:31]([N:33]([S:41]([C:44]2[CH:49]=[C:48]([F:50])[C:47](F)=[CH:46][C:45]=2[F:52])(=[O:43])=[O:42])C(=O)OC(C)(C)C)[N:30]=[CH:29]1.C(=O)([O-])[O-].[K+].[K+].[F:59][C:60]([F:65])([F:64])[C:61]([OH:63])=[O:62]>CS(C)=O.O>[F:59][C:60]([F:65])([F:64])[C:61]([OH:63])=[O:62].[Cl:1][C:2]1[CH:3]=[CH:4][C:5]([O:27][C:47]2[C:48]([F:50])=[CH:49][C:44]([S:41]([NH:33][C:31]3[N:30]=[CH:29][S:28][CH:32]=3)(=[O:43])=[O:42])=[C:45]([F:52])[CH:46]=2)=[C:6]([C:8]2[CH:13]=[CH:12][N:11]=[C:10]([N:14]3[CH2:15][CH2:16][NH:17][CH2:18][CH2:19]3)[N:9]=2)[CH:7]=1 |f:2.3.4,8.9|. Procedure: tert-Butyl 4-[4-(5-chloro-2-hydroxyphenyl)pyrimidin-2-yl]piperazine-1-carboxylate (Preparation 2, 48.6 mg, 0.11 mmol), tert-butyl 1,3-thiazol-4-yl[(2,4,5-trifluorophenyl)sulfonyl]carbamate (Preparation 45, 41.9 mg, 0.11 mmol) and potassium carbonate (21.9 mg, 0.16 mmol) were mixed in dimethylsulfoxide (1 mL) and shaken at ambient temperature for 18 hours. The reaction was diluted with water and the precipitate collected by filtration. The solid was dissolved in dichloromethane (2 mL), and dried ... Yield: 69.6%. The reactants are FC(C(=O)O)(F)F (trifluoroacetic acid), ClC=1C=CC(=C(C1)C1=NC(=NC=C1)N1CCN(CC1)C(=O)OC(C)(C)C)O (tert-Butyl 4-[4-(5-chloro-2-hydroxyphenyl)pyrimidin-2-yl]piperazine-1-carboxylate), S1C=NC(=C1)N(C(OC(C)(C)C)=O)S(=O)(=O)C1=C(C=C(C(=C1)F)F)F (tert-butyl 1,3-thiazol-4-yl[(2,4,5-trifluorophenyl)sulfonyl]carbamate), C([O-])([O-])=O.[K+].[K+] (potassium carbonate). Solvent: CS(=O)C (dimethylsulfoxide), O (water). Product: FC(C(=O)O)(F)F.ClC1=CC(=C(OC2=CC(=C(C=C2F)S(=O)(=O)NC=2N=CSC2)F)C=C1)C1=NC(=NC=C1)N1CCNCC1 (4-[4-chloro-2-(2-piperazin-1-ylpyrimidin-4-yl)phenoxy]2,5-difluoro-N-1,3-thiazol-4-ylbenzenesulfonamide trifluoroacetate). Run at time 18 hour. Reactants: C(C1=CC=CC=C1)OCCCCO (4-benzyloxybutyl alcohol), C1(=CC=CC=C1)P(C1=CC=CC=C1)C1=CC=CC=C1 (triphenylphosphine), N(=NC(=O)OC(C)C)C(=O)OC(C)C (diisopropyl azodicarboxylate), N(=NC(=O)OC(C)C)C(=O)OC(C)C (diisopropyl azodicarboxylate), FC1=C(C=CC(=C1)I)NC=1N(C(C(=C2N(C(NC(C21)=O)=O)C=2C=C(C=CC2)NC(C)=O)C)=O)C (N-{3-[5-(2-fluoro-4-iodophenylamino)-6,8-dimethyl-2,4,7-trioxo-3,4,6,7-tetrahydro-2H-pyrido[4,3-d]pyrimidin-1-yl]-phenyl}-acetamide), C(C1=CC=CC=C1)OCCCCO (4-benzyloxybutyl alcohol), C1(=CC=CC=C1)P(C1=CC=CC=C1)C1=CC=CC=C1 (triphenylphosphine). The solvent is O1CCCC1 (tetrahydrofuran), C(C)(=O)OCC (ethyl acetate), O (water). Yields the product C(C1=CC=CC=C1)OCCCCN1C(N(C=2C(C1=O)=C(N(C(C2C)=O)C)NC2=C(C=C(C=C2)I)F)C=2C=C(C=CC2)NC(C)=O)=O (N-{3-[3-(4-benzyloxybutyl)-5-(2-fluoro-4-iodophenylamino)-6,8-dimethyl-2,4,7-trioxo-3,4,6,7-tetrahydro-2H-pyrido[4,3-d]pyrimidin-1-yl]-phenyl}-acetamide). Isolated yield 77.0%. RXN SMILES: [F:1][C:2]1[CH:7]=[C:6]([I:8])[CH:5]=[CH:4][C:3]=1[NH:9][C:10]1[N:11]([CH3:34])[C:12](=[O:33])[C:13]([CH3:32])=[C:14]2[C:19]=1[C:18](=[O:20])[NH:17][C:16](=[O:21])[N:15]2[C:22]1[CH:23]=[C:24]([NH:28][C:29](=[O:31])[CH3:30])[CH:25]=[CH:26][CH:27]=1.[CH2:35]([O:42][CH2:43][CH2:44][CH2:45][CH2:46]O)[C:36]1[CH:41]=[CH:40][CH:39]=[CH:38][CH:37]=1.C1(P(C2C=CC=CC=2)C2C=CC=CC=2)C=CC=CC=1.N(C(OC(C)C)=O)=NC(OC(C)C)=O>O1CCCC1.C(OCC)(=O)C.O>[CH2:35]([O:42][CH2:43][CH2:44][CH2:45][CH2:46][N:17]1[C:18](=[O:20])[C:19]2=[C:10]([NH:9][C:3]3[CH:4]=[CH:5][C:6]([I:8])=[CH:7][C:2]=3[F:1])[N:11]([CH3:34])[C:12](=[O:33])[C:13]([CH3:32])=[C:14]2[N:15]([C:22]2[CH:23]=[C:24]([NH:28][C:29](=[O:31])[CH3:30])[CH:25]=[CH:26][CH:27]=2)[C:16]1=[O:21])[C:36]1[CH:41]=[CH:40][CH:39]=[CH:38][CH:37]=1. Procedure: Under argon atmosphere, to a suspension of N-{3-[5-(2-fluoro-4-iodophenylamino)-6,8-dimethyl-2,4,7-trioxo-3,4,6,7-tetrahydro-2H-pyrido[4,3-d]pyrimidin-1-yl]-phenyl}-acetamide 89 (75.0 mg), 4-benzyloxybutyl alcohol 90 (25.0 μl) and triphenylphosphine (37.0 mg) in tetrahydrofuran (1.00 ml) was added diisopropyl azodicarboxylate (28.0 μl) with stirring under ice cooling. The mixture was stirred at the same temperature for 2 hrs, and 4-benzyloxybutyl alcohol (13.0 μl), triphenylphosphine (19.0 mg) a... Starting materials: CC(C)(C)OC(=O)CBr, O=C([O-])[O-], CN(C)C=O, COC(=O)c1cc(O)cc(OCc2ccccc2F)c1, [K+], [K+]. Product: COC(=O)c1cc(OCC(=O)OC(C)(C)C)cc(OCc2ccccc2F)c1. As a reaction SMILES: [Br:21][CH2:22][C:23](=[O:24])[O:25][C:26]([CH3:27])([CH3:28])[CH3:29].[C:30](=[O:31])([O-:32])[O-:33].[CH3:36][N:37]([CH3:38])[CH:39]=[O:40].[F:1][c:2]1[c:3]([CH2:4][O:5][c:6]2[cH:7][c:8]([C:9](=[O:10])[O:11][CH3:12])[cH:13][c:14]([OH:16])[cH:15]2)[cH:17][cH:18][cH:19][cH:20]1.[K+:34].[K+:35]>>[F:1][c:2]1[c:3]([CH2:4][O:5][c:6]2[cH:7][c:8]([C:9](=[O:10])[O:11][CH3:12])[cH:13][c:14]([O:16][CH2:22][C:23](=[O:24])[O:25][C:26]([CH3:27])([CH3:28])[CH3:29])[cH:15]2)[cH:17][cH:18][cH:19][cH:20]1. Starting materials: C(C)OC(C(C)(C)OC1=CC=C(C=C1)CN(C)C(=O)OC(C)(C)C)=O (2-{4-[(tert-butoxycarbonyl-methyl-amino)-methyl]-phenoxy}-2-methyl-propionic acid ethyl ester), C(=O)(C(F)(F)F)O (TFA). The solvent is ClCCl (dichloromethane). Reaction conditions: time 16 hour. Yields the product C(C)OC(C(C)(OC1=CC=C(C=C1)CNC)C)=O (2-Methyl-2-(4-methylaminomethyl-phenoxy)-propionic acid ethyl ester). RXN SMILES: [CH2:1]([O:3][C:4](=[O:25])[C:5]([O:8][C:9]1[CH:14]=[CH:13][C:12]([CH2:15][N:16](C(OC(C)(C)C)=O)[CH3:17])=[CH:11][CH:10]=1)([CH3:7])[CH3:6])[CH3:2].C(O)(C(F)(F)F)=O>ClCCl>[CH2:1]([O:3][C:4](=[O:25])[C:5]([CH3:7])([O:8][C:9]1[CH:10]=[CH:11][C:12]([CH2:15][NH:16][CH3:17])=[CH:13][CH:14]=1)[CH3:6])[CH3:2]. Procedure: A solution of 3.66 g (10 mmol) of the above prepared 2-{4-[(tert-butoxycarbonyl-methyl-amino)-methyl]-phenoxy}-2-methyl-propionic acid ethyl ester in 50 ml dichloromethane was treated at 0° C. with 3.98 ml TFA and stirred at room temperature for 16 h. The reaction was evaporated and treated with ice water, neutralized with NaHCO3 (pH=8) and extracted dichloromethane (two times). The organic phases were washed with water, dried (MgSO4), and evaporated to give 2.77 g of crude product. Purification...